This data is from the Open Reaction Database (ORD), a public repository of structured organic reaction records. The task is: describe an organic reaction: reactants, conditions, products, and yield Starting materials: NC1=C(C#N)C=CC=C1 (2-aminobenzonitrile), C([O-])([O-])=O.[K+].[K+] (potassium carbonate), COC=1C=C(C(=O)Cl)C=C(C1OC)OC (3,4,5-trimethoxybenzoyl chloride). Solvent: CCOCC (ether). Conditions: time 8 hour. Product: C(#N)C1=C(C=CC=C1)NC(C1=CC(=C(C(=C1)OC)OC)OC)=O (N-(2-cyanophenyl)-3,4,5-trimethoxybenzamide). Reaction SMILES: [NH2:1][C:2]1[CH:9]=[CH:8][CH:7]=[CH:6][C:3]=1[C:4]#[N:5].C(=O)([O-])[O-].[K+].[K+].[CH3:16][O:17][C:18]1[CH:19]=[C:20]([CH:24]=[C:25]([O:29][CH3:30])[C:26]=1[O:27][CH3:28])[C:21](Cl)=[O:22]>CCOCC>[C:4]([C:3]1[CH:6]=[CH:7][CH:8]=[CH:9][C:2]=1[NH:1][C:21](=[O:22])[C:20]1[CH:19]=[C:18]([O:17][CH3:16])[C:26]([O:27][CH3:28])=[C:25]([O:29][CH3:30])[CH:24]=1)#[N:5] |f:1.2.3|. Procedure: Into a 1-L 3-necked round-bottom flask, was placed 2-aminobenzonitrile (20 g, 169.30 mmol, 1.00 equiv), ether (500 mL) and potassium carbonate (75 g, 542.65 mmol, 3.21 equiv). This was followed by the addition of 3,4,5-trimethoxybenzoyl chloride (40 g, 173.43 mmol, 1.02 equiv) in several batches at reflux. The mixture was stirred overnight at reflux. The resulting solution was cooled to room temperature. The reaction was then quenched by the addition of 500 mL of water. The solids were collected...